Dataset: the Open Reaction Database (ORD), a public repository of structured organic reaction records. Task: describe an organic reaction: reactants, conditions, products, and yield Starting materials: Cl (hydrochloric acid), N1=CC=CC=C1 (pyridine), C(C(C)(C)C)(=O)Cl (pivaloyl chloride), NC1=C(C(=O)O)C=C(C=C1O)Br (2-Amino-5-bromo-3-hydroxybenzoic acid). Run in C1=CC=CC=C1 (benzene), C(C)(=O)OCC (ethyl acetate). Run at temperature 85 celsius, time 3.5 hour. Product: BrC=1C=C(C(=C(C(=O)O)C1)NC(C(C)(C)C)=O)O (5-Bromo-2-(2,2-dimethylpropionylamino)-3-hydroxybenzoic acid). The yield is 98.4%. Reaction SMILES: [NH2:1][C:2]1[C:10]([OH:11])=[CH:9][C:8]([Br:12])=[CH:7][C:3]=1[C:4]([OH:6])=[O:5].N1C=CC=CC=1.[C:19](Cl)(=[O:24])[C:20]([CH3:23])([CH3:22])[CH3:21].Cl>C1C=CC=CC=1.C(OCC)(=O)C>[Br:12][C:8]1[CH:9]=[C:10]([OH:11])[C:2]([NH:1][C:19](=[O:24])[C:20]([CH3:23])([CH3:22])[CH3:21])=[C:3]([CH:7]=1)[C:4]([OH:6])=[O:5]. Reported procedure: 2-Amino-5-bromo-3-hydroxybenzoic acid (I-219) (11.92 g, 51.37 mmol) was dissolved in benzene (360 ml), and pyridine (12.5 m, 154.12 mmol) and pivaloyl chloride (19.0 ml, 154.12 mmol) were added at room temperature. After stirred at 85° C. under nitrogen atmosphere for 3.5 hours, this was cooled to room temperature. The solution was fractionated with ethyl acetate and aqueous 1 M hydrochloric acid solution. The organic layer was washed with saturated brine, and dried over anhydrous sodium sulfate... Starting materials: COC(=O)c1cc2c(OC(C)=O)c(OC)ccc2n1Cc1ccc(Cl)c(Cl)c1, C[O-], CO, [Na+]. Product: COC(=O)c1cc2c(O)c(OC)ccc2n1Cc1ccc(Cl)c(Cl)c1. As a reaction SMILES: [C:4](=[O:5])([CH3:6])[O:7][c:8]1[c:9]2[cH:10][c:11]([C:28](=[O:29])[O:30][CH3:31])[n:12]([CH2:19][c:20]3[cH:21][c:22]([Cl:27])[c:23]([Cl:26])[cH:24][cH:25]3)[c:13]2[cH:14][cH:15][c:16]1[O:17][CH3:18].[CH3:1][O-:2].[CH3:32][OH:33].[Na+:3]>>[OH:7][c:8]1[c:9]2[cH:10][c:11]([C:28](=[O:29])[O:30][CH3:31])[n:12]([CH2:19][c:20]3[cH:21][c:22]([Cl:27])[c:23]([Cl:26])[cH:24][cH:25]3)[c:13]2[cH:14][cH:15][c:16]1[O:17][CH3:18]. The reactants are ClC1=NC2=CC(=CC(=C2C(=C1C)Cl)F)F (2,4-dichloro-5,7-difluoro-3-methylquinoline), [Br-].C(CC1=CC=CC=C1)[Zn+] (phenethyl-zinc(II) bromide). The reagents and catalysts are C=1C=CC(=CC1)[P](C=2C=CC=CC2)(C=3C=CC=CC3)[Pd]([P](C=4C=CC=CC4)(C=5C=CC=CC5)C=6C=CC=CC6)([P](C=7C=CC=CC7)(C=8C=CC=CC8)C=9C=CC=CC9)[P](C=1C=CC=CC1)(C=1C=CC=CC1)C=1C=CC=CC1 (tetrakis(triphenylphosphine)palladium(0)). Run in C1CCOC1 (THF). Reaction conditions: temperature 60 celsius, time 2 hour. The product is ClC1=C(C(=NC2=CC(=CC(=C12)F)F)CCC1=CC=CC=C1)C (4-chloro-5,7-difluoro-3-methyl-2-phenethylquinoline). As a reaction SMILES: Cl[C:2]1[C:11]([CH3:12])=[C:10]([Cl:13])[C:9]2[C:4](=[CH:5][C:6]([F:15])=[CH:7][C:8]=2[F:14])[N:3]=1.[Br-].[CH2:17]([Zn+])[CH2:18][C:19]1[CH:24]=[CH:23][CH:22]=[CH:21][CH:20]=1>C1C=CC([P]([Pd]([P](C2C=CC=CC=2)(C2C=CC=CC=2)C2C=CC=CC=2)([P](C2C=CC=CC=2)(C2C=CC=CC=2)C2C=CC=CC=2)[P](C2C=CC=CC=2)(C2C=CC=CC=2)C2C=CC=CC=2)(C2C=CC=CC=2)C2C=CC=CC=2)=CC=1.C1COCC1>[Cl:13][C:10]1[C:9]2[C:4](=[CH:5][C:6]([F:15])=[CH:7][C:8]=2[F:14])[N:3]=[C:2]([CH2:17][CH2:18][C:19]2[CH:24]=[CH:23][CH:22]=[CH:21][CH:20]=2)[C:11]=1[CH3:12] |f:1.2,^1:29,31,50,69|. Procedure details: A screw cap vial was charged with 2,4-dichloro-5,7-difluoro-3-methylquinoline (500 mg, 2.016 mmol), tetrakis(triphenylphosphine)palladium(0) (233 mg, 0.202 mmol), and THF (5.04 mL). The mixture was sparged with N2, then phenethyl-zinc(II) bromide (0.5 M in THF, 4.23 mL, 2.116 mmol) was added and the reaction stirred at 60° C. for 2 h. The reaction was then partitioned between EtOAc and water, and the organic layer washed with brine, dried (MgSO4), and concentrated. The crude material was purifie... Starting materials: FC(C(F)(F)F)(C(F)(F)F)C1=CC=C(C=C1)N (4-(1,2,2,2-tetrafluoro-1-trifluoromethyl-ethyl)-phenylamine), ClN1C(CCC1=O)=O (N-chlorosuccinimide), ClCCl (dichloromethane). Run at time 8 hour. The product is ClC1=C(C(=CC(=C1)C(C(F)(F)F)(C(F)(F)F)F)Cl)N (2,6-dichloro-4-(1,2,2,2-tetrafluoro-1-trifluoromethyl-ethyl)-phenylamine). Yield: 60.1%. Reaction SMILES: [F:1][C:2]([C:11]1[CH:16]=[CH:15][C:14]([NH2:17])=C[CH:12]=1)([C:7]([F:10])([F:9])[F:8])[C:3]([F:6])([F:5])[F:4].[Cl:18]N1C(=O)CCC1=O.Cl[CH2:27][Cl:28]>>[Cl:18][C:15]1[CH:16]=[C:11]([C:2]([F:1])([C:7]([F:10])([F:9])[F:8])[C:3]([F:6])([F:5])[F:4])[CH:12]=[C:27]([Cl:28])[C:14]=1[NH2:17]. Procedure: To a solution of 4-(1,2,2,2-tetrafluoro-1-trifluoromethyl-ethyl)-phenylamine (10 g, 38.30 mmol) (prepared according to EP 1,006,102) in dichloromethane (150 ml), at 20° C., was added N-chlorosuccinimide (“NCS”) (21.48 g, 160.8 mmol). The reaction mixture was stirred overnight at ambient temperature. The reaction was quenched by addition of aqueous sodium hydroxide (2N) and the phases were separated. The aqueous layer was extracted with dichloromethane. The combined organic phases were dried over...